From a dataset of the Open Reaction Database (ORD), a public repository of structured organic reaction records. describe an organic reaction: reactants, conditions, products, and yield Reactants: O=C1N(C(C=C1)=O)CC(=O)O (2,5-dihydro-2,5-dioxopyrrol-1-ylacetic acid), S(=O)(Cl)Cl (thionyl chloride). Yields the product O=C1N(C(C=C1)=O)CC(=O)Cl (2,5-dihydro-2,5-dioxopyrrol-1-ylacetyl chloride). As a reaction SMILES: [O:1]=[C:2]1[CH:6]=[CH:5][C:4](=[O:7])[N:3]1[CH2:8][C:9]([OH:11])=O.S(Cl)([Cl:14])=O>>[O:1]=[C:2]1[CH:6]=[CH:5][C:4](=[O:7])[N:3]1[CH2:8][C:9]([Cl:14])=[O:11]. Procedure: A suspension of 2,5-dihydro-2,5-dioxopyrrol-1-ylacetic acid (821 mg) in thionyl chloride (15.9 ml) was heated under reflux for 0.5 hours and the excess thionyl chloride was removed under vacuum. The residue was evaporated twice with dry toluene to afford 2,5-dihydro-2,5-dioxopyrrol-1-ylacetyl chloride [(5) where m=1] as a colourless, readily hydrolysed liquid. (The compound has been prepared previously by a less convenient route5). The crude acid chloride was dissolved in dry ether (25 ml) and a...